Dataset: the Open Reaction Database (ORD), a public repository of structured organic reaction records. Task: describe an organic reaction: reactants, conditions, products, and yield The reactants are OC=1C=C(C=CC1)C(CC=1C=C(OCC(=O)OCC)C=CC1)=O (ethyl 2-(3-(2-(3-hydroxyphenyl)2-oxoethyl)phenoxy)acetate), ClCC1=NC2=CC=CC=C2C=C1 (2-chloromethylquinoline), C(=O)([O-])[O-].[K+].[K+] (K2CO3). The solvent is CN(C)C=O (DMF). Conditions: temperature 60 celsius. The product is N1=C(C=CC2=CC=CC=C12)COC=1C=C(C=CC1)C(CC=1C=C(OCC(=O)OCC)C=CC1)=O (ethyl 2-(3-(2-(3-(2-quinolinylmethyloxy)phenyl)-2-oxoethyl)phenoxy)acetate). RXN SMILES: [OH:1][C:2]1[CH:3]=[C:4]([C:8](=[O:23])[CH2:9][C:10]2[CH:11]=[C:12]([CH:20]=[CH:21][CH:22]=2)[O:13][CH2:14][C:15]([O:17][CH2:18][CH3:19])=[O:16])[CH:5]=[CH:6][CH:7]=1.Cl[CH2:25][C:26]1[CH:35]=[CH:34][C:33]2[C:28](=[CH:29][CH:30]=[CH:31][CH:32]=2)[N:27]=1.C([O-])([O-])=O.[K+].[K+]>CN(C=O)C>[N:27]1[C:28]2[C:33](=[CH:32][CH:31]=[CH:30][CH:29]=2)[CH:34]=[CH:35][C:26]=1[CH2:25][O:1][C:2]1[CH:3]=[C:4]([C:8](=[O:23])[CH2:9][C:10]2[CH:11]=[C:12]([CH:20]=[CH:21][CH:22]=2)[O:13][CH2:14][C:15]([O:17][CH2:18][CH3:19])=[O:16])[CH:5]=[CH:6][CH:7]=1 |f:2.3.4|. Procedure details: A mixture of ethyl 2-(3-(2-(3-hydroxyphenyl)2-oxoethyl)phenoxy)acetate (0.01 mol), 2-chloromethylquinoline (0.01 mol), and K2CO3 (0.01 mol) in 20 mL of DMF are heated at 60° C. overnight. After work-up, the crude product is purified by flash chromatography to give ethyl 2-(3-(2-(3-(2-quinolinylmethyloxy)phenyl)-2-oxoethyl)phenoxy)acetate.